Dataset: the Open Reaction Database (ORD), a public repository of structured organic reaction records. Task: describe an organic reaction: reactants, conditions, products, and yield Reported procedure: According to the second and third steps of the present invention, 3,3-dimethylbutyraldehyde is added to the mixture and reacted with aspartame in the presence of the catalyst and in the presence of hydrogen for a time and at a temperature sufficient to produce neotame. 3,3-Dimethylbutyraldehyde can be added slowly or all at once to the reaction mixture. When the aldehyde is gradually added, typically it is added over the course of about 2 to 8 hours, preferably from about 4 to 6 hours. It is imp... The product is CC(C)(C)CCN[C@@H](CC(=O)O)C(=O)N[C@@H](CC1=CC=CC=C1)C(=O)OC (neotame). Reactants: CC(CC=O)(C)C (3,3-dimethylbutyraldehyde), COC(=O)[C@H](CC=1C=CC=CC1)NC(=O)[C@H](CC(=O)O)N (aspartame), [H][H] (hydrogen). RXN SMILES: [CH3:1][C:2]([CH3:7])([CH3:6])[CH2:3][CH:4]=O.[CH3:8][O:9][C:10]([C@@H:12]([NH:20][C:21]([C@@H:23]([NH2:28])[CH2:24][C:25]([OH:27])=[O:26])=[O:22])[CH2:13][C:14]1[CH:15]=[CH:16][CH:17]=[CH:18][CH:19]=1)=[O:11].[H][H]>>[CH3:1][C:2]([CH2:3][CH2:4][NH:28][C@H:23]([C:21]([NH:20][C@H:12]([C:10]([O:9][CH3:8])=[O:11])[CH2:13][C:14]1[CH:15]=[CH:16][CH:17]=[CH:18][CH:19]=1)=[O:22])[CH2:24][C:25]([OH:27])=[O:26])([CH3:7])[CH3:6]. The reactants are C1CNCCN1, Cc1ccccc1, CS(=O)(=O)c1ncc(OCc2ccccc2)cn1, c1cncnc1. The product is c1ccc(COc2cnc(N3CCNCC3)nc2)cc1. RXN SMILES: [CH2:25]1[CH2:26][NH:27][CH2:28][CH2:29][NH:30]1.[CH3:31][c:32]1[cH:33][cH:34][cH:35][cH:36][cH:37]1.[CH3:7][S:8](=[O:9])(=[O:10])[c:11]1[n:12][cH:13][c:14]([O:17][CH2:18][c:19]2[cH:20][cH:21][cH:22][cH:23][cH:24]2)[cH:15][n:16]1.[cH:1]1[cH:2][n:3][cH:4][n:5][cH:6]1>>[c:11]1([N:27]2[CH2:26][CH2:25][NH:30][CH2:29][CH2:28]2)[n:12][cH:13][c:14]([O:17][CH2:18][c:19]2[cH:20][cH:21][cH:22][cH:23][cH:24]2)[cH:15][n:16]1. Starting materials: C(OC(C)C)(OC(C)[C@@]12C([C@@H]([C@H]([C@@](OC1)(O2)C2=CC(=C(C=C2)Cl)CC2=CC=C(C=C2)OCC)OCC2=CC=CC=C2)OCC2=CC=CC=C2)OCC2=CC=CC=C2)=O (isopropyl 1-[(1R,3S,4R,5S)-2,3,4-tribenzyloxy-5-[4-chloro-3-[(4-ethoxy phenyl)methyl]phenyl]-6,8-dioxabicyclo[3.2.1]octan-1-yl]ethyl carbonate), ClC1=C(C=CC=C1)Cl (o-dichlorobenzene). The reagents and catalysts are [Pd] (Pd/C). Run in CO.O1CCCC1 (methanol tetrahydrofuran). Run at time 4 hour. Product: C(OC(C)[C@@]12C([C@@H]([C@H]([C@@](OC1)(O2)C2=CC(=C(C=C2)Cl)CC2=CC=C(C=C2)OCC)O)O)O)(OC(C)C)=O (1-[(1S,3S,4R,5S)-5-[4-chloro-3-[(4-ethoxyphenyl)methyl]phenyl]-2,3,4-trihydroxy-6,8-dioxabicyclo[3.2.1]octan-1-yl]ethyl isopropyl carbonate). Yield: 74.5%. RXN SMILES: [C:1](=[O:58])([O:6][CH:7]([C@:9]12[O:16][C@:13]([C:17]3[CH:22]=[CH:21][C:20]([Cl:23])=[C:19]([CH2:24][C:25]4[CH:30]=[CH:29][C:28]([O:31][CH2:32][CH3:33])=[CH:27][CH:26]=4)[CH:18]=3)([O:14][CH2:15]1)[C@H:12]([O:34]CC1C=CC=CC=1)[C@@H:11]([O:42]CC1C=CC=CC=1)[CH:10]2[O:50]CC1C=CC=CC=1)[CH3:8])[O:2][CH:3]([CH3:5])[CH3:4].ClC1C=CC=CC=1Cl>[Pd].CO.O1CCCC1>[C:1](=[O:58])([O:2][CH:3]([CH3:5])[CH3:4])[O:6][CH:7]([C@:9]12[O:16][C@:13]([C:17]3[CH:22]=[CH:21][C:20]([Cl:23])=[C:19]([CH2:24][C:25]4[CH:30]=[CH:29][C:28]([O:31][CH2:32][CH3:33])=[CH:27][CH:26]=4)[CH:18]=3)([O:14][CH2:15]1)[C@H:12]([OH:34])[C@@H:11]([OH:42])[CH:10]2[OH:50])[CH3:8] |f:3.4|. Procedure details: To a solution of isopropyl 1-[(1R,3S,4R,5S)-2,3,4-tribenzyloxy-5-[4-chloro-3-[(4-ethoxyphenyl) methyl]phenyl]-6,8-dioxabicyclo[3.2.1]octan-1-yl]ethyl carbonate 13a (244 mg, 0.3 mmol) in a methanol/tetrahydrofuran mixture (v/v=4/1, 10 mL) were added o-dichlorobenzene (0.16 mL, 1.5 mmol) and 10% Pd/C (36 mg, 0.03 mmol) in turn at room temperature. The mixture was stirred at room temperature under H2 for 4 hours and filtered. The filtrate was concentrated in vacuo. The residue was purified by silic... Reported procedure: To cold (0° C.) trifluoroacetic acid (50 mL) was added N-tert-butoxycarbonyl-O-(mesitylsulfonyl)hydroxylamine (16.09 g, 51 mmol) in portions over about 15 minutes. The solution was then stirred for about 15 minutes at room temperature. The solution was poured into ice water (250 mL) and the resulting white precipitate was collected by filtration and air-dried for 5 minutes. The solid was dissolved in chloroform (100 mL) and this solution was dried over anhydrous magnesium sulfate. The magnesium ... Yields the product CC1=C(C(=CC(=C1)C)C)S(=O)(=O)[O-].N[N+]1=C(C=CC=C1)C (1-Amino-2-methylpyridinium 2,4,6-trimethylbenzenesulfonate). Run at time 15 minute. As a reaction SMILES: FC(F)(F)C(O)=O.C(OC([NH:15][O:16][S:17]([C:20]1[C:25]([CH3:26])=[CH:24][C:23]([CH3:27])=[CH:22][C:21]=1[CH3:28])(=[O:19])=[O:18])=O)(C)(C)C.[N:29]1[CH:34]=[CH:33][CH:32]=[CH:31][C:30]=1[CH3:35]>C(Cl)(Cl)Cl>[CH3:26][C:25]1[CH:24]=[C:23]([CH3:27])[CH:22]=[C:21]([CH3:28])[C:20]=1[S:17]([O-:19])(=[O:18])=[O:16].[NH2:15][N+:29]1[CH:34]=[CH:33][CH:32]=[CH:31][C:30]=1[CH3:35] |f:4.5|. Starting materials: FC(C(=O)O)(F)F (trifluoroacetic acid), C(C)(C)(C)OC(=O)NOS(=O)(=O)C1=C(C=C(C=C1C)C)C (N-tert-butoxycarbonyl-O-(mesitylsulfonyl)hydroxylamine), N1=C(C=CC=C1)C (2-picoline), ice water. Solvent: C(Cl)(Cl)Cl (chloroform). Starting materials: CCOC(=O)Cc1ccc(Nc2ccc(Br)cc2[N+](=O)[O-])cc1, CCO. Product: CCOC(=O)Cc1ccc(Nc2ccc(Br)cc2N)cc1. Reaction SMILES: [CH2:1]([CH3:2])[O:3][C:4]([CH2:5][c:6]1[cH:7][cH:8][c:9]([NH:12][c:13]2[c:14]([N+:20]([O-:21])=[O:22])[cH:15][c:16]([Br:19])[cH:17][cH:18]2)[cH:10][cH:11]1)=[O:23].[CH3:24][CH2:25][OH:26]>>[CH2:1]([CH3:2])[O:3][C:4]([CH2:5][c:6]1[cH:7][cH:8][c:9]([NH:12][c:13]2[c:14]([NH2:20])[cH:15][c:16]([Br:19])[cH:17][cH:18]2)[cH:10][cH:11]1)=[O:23]. Starting materials: COCCOc1cc(NC(=O)OC(C)(C)C)c(NC(=O)CC(=O)c2cccc(-c3cccnc3)c2)cc1C(F)(F)F, ClCCl, O=C(O)C(F)(F)F. Product: COCCOc1cc2c(cc1C(F)(F)F)NC(=O)CC(c1cccc(-c3cccnc3)c1)=N2. Reaction SMILES: [C:1]([O:2][C:3](=[O:4])[NH:7][c:8]1[c:9]([NH:23][C:24]([CH2:25][C:26](=[O:5])[c:27]2[cH:28][c:29](-[c:33]3[cH:34][n:35][cH:36][cH:37][cH:38]3)[cH:30][cH:31][cH:32]2)=[O:40])[cH:10][c:11]([C:19]([F:20])([F:21])[F:22])[c:12]([O:14][CH2:15][CH2:16][O:17][CH3:18])[cH:13]1)([CH3:6])([CH3:39])[CH3:41].[Cl:49][CH2:50][Cl:51].[F:42][C:43]([F:44])([F:45])[C:46]([OH:47])=[O:48]>>[N:7]1=[C:26]([c:27]2[cH:28][c:29](-[c:33]3[cH:34][n:35][cH:36][cH:37][cH:38]3)[cH:30][cH:31][cH:32]2)[CH2:25][C:24](=[O:40])[NH:23][c:9]2[c:8]1[cH:13][c:12]([O:14][CH2:15][CH2:16][O:17][CH3:18])[c:11]([C:19]([F:20])([F:21])[F:22])[cH:10]2. Reagents/catalysts: [Pd] (palladium on charcoal). Starting materials: O=C1NC(C(N1)=O)=CC=1C=C(C=CC1[N+](=O)[O-])N1CCC(CC1)C(=O)OCC (Ethyl 1-[3-[(2,4-dioxoimidazolidin-5-ylidene)methyl]-4-nitrophenyl]-4-piperidinecarboxylate), ethyl ester, ethyl 1-(1,3,9,9a-tetrahydro-2-oxo-1H-imidazo[4,5-b]quinolin-7-yl)-4-piperidinecarboxylate, oxidized 2,3-dihydro. Conditions: time 42 hour. Run in CN(C=O)C (dimethylformamide). Procedure: Ethyl 1-[3-[(2,4-dioxoimidazolidin-5-ylidene)methyl]-4-nitrophenyl]-4-piperidinecarboxylate (35.8 g, 92 mmol) in dimethylformamide (500 mL) was hydrogenated over 10% palladium on charcoal (3.6 g) at 200 psi pressure. After 42 hours, the mixture was filtered through kieselguhr, the solvent evaporated, and the residue diluted with 50% methanol/ether ether (500 mL). A light spray powder (25.0 g) was collected in two crops. The powder was added to methanol (500 mL) containing p-toluene sulfonic acid... RXN SMILES: [O:1]=[C:2]1[NH:6][C:5](=O)[C:4](=[CH:8][C:9]2[CH:10]=[C:11]([N:18]3[CH2:23][CH2:22][CH:21]([C:24]([O:26][CH2:27]C)=[O:25])[CH2:20][CH2:19]3)[CH:12]=[CH:13][C:14]=2[N+:15]([O-])=O)[NH:3]1>CN(C)C=O.[Pd]>[O:1]=[C:2]1[NH:6][C:5]2=[N:15][C:14]3[CH:13]=[CH:12][C:11]([N:18]4[CH2:23][CH2:22][CH:21]([C:24]([O:26][CH3:27])=[O:25])[CH2:20][CH2:19]4)=[CH:10][C:9]=3[CH:8]=[C:4]2[NH:3]1. Product: O=C1NC=2C(=NC=3C=CC(=CC3C2)N2CCC(CC2)C(=O)OC)N1 (Methyl 1-(2,3-Dihydro-2-oxo-1H-imidazo[4,5-b]quinolin-7-yl)-4-piperidinecarboxylate).